Dataset: the Open Reaction Database (ORD), a public repository of structured organic reaction records. Task: describe an organic reaction: reactants, conditions, products, and yield Starting materials: C(C)OC(=O)C1(CC2=CC=CC=C2C1)NC(=O)C1=CC2=C(SC=C2)C=C1 (2-[(Benzo[b]thiophene-5-carbonyl)-amino]-indane-2-carboxylic acid ethyl ester), [Li+].[OH-] (LiOH), O1CCOCC1 (1,4-dioxane), CO (MeOH). Product: S1C2=C(C=C1)C=C(C=C2)C(=O)NC2(CC1=CC=CC=C1C2)C(=O)O (2-[(Benzo[b]thiophene-5-carbonyl)-amino]-indane-2-carboxylic acid). RXN SMILES: C([O:3][C:4]([C:6]1([NH:15][C:16]([C:18]2[CH:26]=[CH:25][C:21]3[S:22][CH:23]=[CH:24][C:20]=3[CH:19]=2)=[O:17])[CH2:14][C:13]2[C:8](=[CH:9][CH:10]=[CH:11][CH:12]=2)[CH2:7]1)=[O:5])C.O1CCOCC1.CO.[Li+].[OH-]>CC(O)C.C(Cl)Cl.O>[S:22]1[CH:23]=[CH:24][C:20]2[CH:19]=[C:18]([C:16]([NH:15][C:6]3([C:4]([OH:5])=[O:3])[CH2:7][C:8]4[C:13](=[CH:12][CH:11]=[CH:10][CH:9]=4)[CH2:14]3)=[O:17])[CH:26]=[CH:25][C:21]1=2 |f:3.4,5.6|. Procedure details: A 50 mL flask containing the 2-[(benzo[b]thiophene-5-carbonyl)-amino]-indane-2-carboxylic acid ethyl ester (184, 0.45 g, 1.25 mmol) is charged with 1,4-dioxane (8 mL) and MeOH (8 mL). A stirring bar is added and stirring is initiated. After dissolution, water (4.0 mL) is added followed by the LiOH (131 mg, 3.11 mmol). After 114 h, tlc analysis (silica, 5% i-PrOH/DCM) indicates that the starting material is completely consumed. The pH of the reaction mixture is carefully adjusted to pH 2 by slowl... The solvent is CC(C)O.C(Cl)Cl (i-PrOH DCM), O (water). Conditions: time 114 hour. Isolated yield 99.6%.